From a dataset of the Open Reaction Database (ORD), a public repository of structured organic reaction records. describe an organic reaction: reactants, conditions, products, and yield Starting materials: CCO, O=C(O)c1c(F)cccc1F, Nc1ccc2ccc(Cl)nc2n1, O. Yields the product O=C(Nc1ccc2ccc(Cl)nc2n1)c1c(F)cccc1F. Reaction SMILES: [CH3:24][CH2:25][OH:26].[F:1][c:2]1[c:3]([C:4](=[O:5])[OH:6])[c:7]([F:11])[cH:8][cH:9][cH:10]1.[NH2:12][c:13]1[n:14][c:15]2[n:16][c:17]([Cl:23])[cH:18][cH:19][c:20]2[cH:21][cH:22]1.[OH2:27]>>[F:1][c:2]1[c:3]([C:4](=[O:6])[NH:12][c:13]2[n:14][c:15]3[n:16][c:17]([Cl:23])[cH:18][cH:19][c:20]3[cH:21][cH:22]2)[c:7]([F:11])[cH:8][cH:9][cH:10]1. The reactants are O=P(Cl)(Cl)Cl (POCl3), CC1=C(OC(C(=O)O)C)C=CC=C1 (2-(2-methylphenoxy)propanoic acid), NNC(=S)N (thiosemicarbazide), P(=O)(Cl)(Cl)Cl (phosphorous oxychloride). The solvent is O1CCOCC1 (dioxane). Conditions: temperature 90 celsius. Yields the product CC1=C(OC(C)C2=NN=C(S2)N)C=CC=C1 (5-[1-(2-methylphenoxy)ethyl]-2-amino-1,3,4-thiadiazole). As a reaction SMILES: [CH3:1][C:2]1[CH:13]=[CH:12][CH:11]=[CH:10][C:3]=1[O:4][CH:5]([CH3:9])[C:6](O)=O.[NH2:14][NH:15][C:16]([NH2:18])=[S:17].P(Cl)(Cl)(Cl)=O>O1CCOCC1>[CH3:1][C:2]1[CH:13]=[CH:12][CH:11]=[CH:10][C:3]=1[O:4][CH:5]([C:6]1[S:17][C:16]([NH2:18])=[N:15][N:14]=1)[CH3:9]. Procedure: A 100 milliliter flask adapted with a paddle stirrer, thermometer, an addition funnel, condenser and drying tube was charged with 7.2 grams (0.040 mole) of 2-(2-methylphenoxy)propanoic acid, 3.6 grams, (0.040 mole) of thiosemicarbazide and 30 milliliters of dioxane. The slurry was heated to 90° C. and the addition funnel was charged with phosphorous oxychloride (POCl3). The POCl3 (6.7 grams; 0.044 mole) was slowly added (for 20 minutes) while maintaining the temperature within 90°-95° C., a gooe...